This data is from the Open Reaction Database (ORD), a public repository of structured organic reaction records. The task is: describe an organic reaction: reactants, conditions, products, and yield The reactants are NC1=CC=C2CCC(NC2=C1)(C)C (7-amino-1,2,3,4-tetrahydro-2,2-dimethylquinoline), C(C)C1(NC2=CC(=CC=C2CC1)[N+](=O)[O-])CC (2,2-diethyl-1,2,3,4-tetrahydro-7-nitroquinoline). The reagents and catalysts are [Pd] (Pd/C). Solvent: CCO (EtOH), CCOC(=O)C (EtOAc). The product is NC1=CC=C2CCC(NC2=C1)(CC)CC (7-amino-2,2-diethyl-1,2,3,4-tetrahydroquinoline). Isolated yield 93.8%. RXN SMILES: NC1C=C2C(CCC(C)(C)N2)=CC=1.[CH2:14]([C:16]1([CH2:29][CH3:30])[CH2:25][CH2:24][C:23]2[C:18](=[CH:19][C:20]([N+:26]([O-])=O)=[CH:21][CH:22]=2)[NH:17]1)[CH3:15]>CCOC(C)=O.CCO.[Pd]>[NH2:26][C:20]1[CH:19]=[C:18]2[C:23]([CH2:24][CH2:25][C:16]([CH2:29][CH3:30])([CH2:14][CH3:15])[NH:17]2)=[CH:22][CH:21]=1. Procedure details: This compound was prepared in a manner similar to that described for 7-amino-1,2,3,4-tetrahydro-2,2-dimethylquinoline (structure 19 of Scheme III, where R1 =R2 =Me) from for 2,2-diethyl-1,2,3,4-tetrahydro-7-nitroquinoline (0.311 g, 1.33 mmol) and 10% Pd/C (31 mg, 10% by weight) in EtOAc (4.0 mL) and EtOH (4.0 mL) to afford 255 mg (94%) of 7-amino-2,2-diethyl-1,2,3,4-tetrahydroquinoline. Data for 7-amino-2,2-diethyl-1,2,3,4-tetrahydroquinoline: Rf 0.26 (4:1 hexanes:ethyl acetate); 1H NMR (400 MHz... Starting materials: CCOc1ccc(C(C)(C)C#N)cc1C1=NC(c2ccc(Cl)cc2)C(c2ccc(Cl)cc2)N1C(=O)Cl, O=C(CN1CCNCC1)N1CCOCC1. Yields the product CCOc1ccc(C(C)(C)C#N)cc1C1=NC(c2ccc(Cl)cc2)C(c2ccc(Cl)cc2)N1C(=O)N1CCN(CC(=O)N2CCOCC2)CC1. Reaction SMILES: [Cl:1][c:2]1[cH:3][cH:4][c:5]([CH:8]2[N:9]=[C:10]([c:23]3[c:24]([O:34][CH2:35][CH3:36])[cH:25][cH:26][c:27]([C:29]([CH3:30])([CH3:31])[C:32]#[N:33])[cH:28]3)[N:11]([C:20](=[O:21])[Cl:22])[CH:12]2[c:13]2[cH:14][cH:15][c:16]([Cl:19])[cH:17][cH:18]2)[cH:6][cH:7]1.[O:37]1[CH2:38][CH2:39][N:40]([C:43]([CH2:44][N:45]2[CH2:46][CH2:47][NH:48][CH2:49][CH2:50]2)=[O:51])[CH2:41][CH2:42]1>>[Cl:1][c:2]1[cH:3][cH:4][c:5]([CH:8]2[N:9]=[C:10]([c:23]3[c:24]([O:34][CH2:35][CH3:36])[cH:25][cH:26][c:27]([C:29]([CH3:30])([CH3:31])[C:32]#[N:33])[cH:28]3)[N:11]([C:20](=[O:21])[N:48]3[CH2:47][CH2:46][N:45]([CH2:44][C:43]([N:40]4[CH2:39][CH2:38][O:37][CH2:42][CH2:41]4)=[O:51])[CH2:50][CH2:49]3)[CH:12]2[c:13]2[cH:14][cH:15][c:16]([Cl:19])[cH:17][cH:18]2)[cH:6][cH:7]1.